From a dataset of the Open Reaction Database (ORD), a public repository of structured organic reaction records. describe an organic reaction: reactants, conditions, products, and yield Reactants: C(C)(C)(C)OC(=O)N1[C@H](C(=O)NC(C)(C)C)[C@H](CC1)O ((3S)-1-t-butoxycarbonyl-N-t-butyl-3-hydroxy-L-prolinamide), C(C1=CC=CC=C1)OC(=O)N[C@@H](CC(N)=O)C(=O)N[C@H]([C@@H](C(=O)O)O)CC1=CC=CC=C1 ((2S,3S)-3-(N2 -benzyloxycarbonyl-L-asparaginyl)amino-2-hydroxy-4-phenylbutyric acid). The product is C(C1=CC=CC=C1)OC(=O)N[C@@H](CC(N)=O)C(=O)N[C@H]([C@@H](C(=O)N1[C@H](C(=O)NC(C)(C)C)[C@H](CC1)O)O)CC1=CC=CC=C1 ((3S)-1-[(2S,3S)-3-(N2 -Benzyloxycarbonyl-L-asparaginyl)amino-2-hydroxy-4-phenylbutyryl]-N-t-butyl-3-hydroxy-L-prolinamide). Yield: 65.4%. Reaction SMILES: C(O[C:6]([N:8]1[CH2:19][CH2:18][C@H:17]([OH:20])[C@H:9]1[C:10]([NH:12][C:13]([CH3:16])([CH3:15])[CH3:14])=[O:11])=[O:7])(C)(C)C.[CH2:21]([O:28][C:29]([NH:31][C@H:32]([C:37]([NH:39][C@@H:40]([CH2:46][C:47]1[CH:52]=[CH:51][CH:50]=[CH:49][CH:48]=1)[C@H:41]([OH:45])C(O)=O)=[O:38])[CH2:33][C:34](=[O:36])[NH2:35])=[O:30])[C:22]1[CH:27]=[CH:26][CH:25]=[CH:24][CH:23]=1>>[CH2:21]([O:28][C:29]([NH:31][C@H:32]([C:37]([NH:39][C@@H:40]([CH2:46][C:47]1[CH:48]=[CH:49][CH:50]=[CH:51][CH:52]=1)[C@H:41]([OH:45])[C:6]([N:8]1[CH2:19][CH2:18][C@H:17]([OH:20])[C@H:9]1[C:10]([NH:12][C:13]([CH3:14])([CH3:15])[CH3:16])=[O:11])=[O:7])=[O:38])[CH2:33][C:34](=[O:36])[NH2:35])=[O:30])[C:22]1[CH:23]=[CH:24][CH:25]=[CH:26][CH:27]=1. Reported procedure: Following a procedure similar to that described in Example 11, 28 mg (0.10 mmol) of (3S)-1-t-butoxycarbonyl-N-t-butyl-3-hydroxy-L-prolinamide (prepared as described in Preparation 13) was deprotected to remove the t-butoxycarbonyl group. The resulting (3S)-N-t-butyl-3-hydroxy-L-prolinamide was then condensed with 52 mg (0.12 mmol) of (2S,3S)-3-(N2 -benzyloxycarbonyl-L-asparaginyl)amino-2-hydroxy-4-phenylbutyric acid (prepared as described in Preparation 1), to give 40 mg of the title compound as... Solvent: C(C)(=O)OCC (ethyl acetate), CN(C=O)C (dimethylformamide). The reactants are NC1=C(C=CS(=O)(=N)C2=CC=CC=C2)C=CC=C1 (S-(2-aminostyryl)-S-phenyl sulfoximine), COC(N(C)C)OC (dimethylformamide dimethyl acetal). Yield: 79.7%. Run at temperature 80 celsius. Procedure details: To a solution of 2 g (7.75 mmole) of S-(2-aminostyryl)-S-phenyl sulfoximine in 20 ml of dimethylformamide was added 1 g (8.5 mmole) of dimethylformamide dimethyl acetal and the mixture was heated at 80° C. for 15 minutes. The mixture was then cooled and diluted with 100 ml of ethyl acetate. The organic phase was washed 3 times with 75 ml of water, dried over magnesium sulfate and evaporated to an oil which was crystallized from ether/petrol to obtain 1.67 g (80%) of 1,5-diphenyl-1H-1,2,4-thiadia... Product: C1(=CC=CC=C1)S1(NC=NC(=C1)C1=CC=CC=C1)=O (1,5-diphenyl-1H-1,2,4-thiadiazine-1-oxide). As a reaction SMILES: N[C:2]1[CH:18]=[CH:17][CH:16]=[CH:15][C:3]=1[CH:4]=[CH:5][S:6]([C:9]1[CH:14]=[CH:13][CH:12]=[CH:11][CH:10]=1)(=[NH:8])=[O:7].CO[CH:21](OC)[N:22](C)C>CN(C)C=O.C(OCC)(=O)C>[C:9]1([SH:6]2(=[O:7])[CH:5]=[C:4]([C:3]3[CH:15]=[CH:16][CH:17]=[CH:18][CH:2]=3)[N:22]=[CH:21][NH:8]2)[CH:14]=[CH:13][CH:12]=[CH:11][CH:10]=1. The reactants are C(C)(C)[SiH](C(C)C)C(C)C (triisopropylsilane), B(F)(F)F.CCOCC (boron trifluoride etherate), C(C1=CC=CC=C1)O[C@H]1C(O[C@@H]([C@H]([C@@H]1OCC1=CC=CC=C1)OCC1=CC=CC=C1)COCC1=CC=CC=C1)(O)C1=CC(=C(C=C1)C)CC1=CC=C(C=C1)O[Si](C)(C)C(C)(C)C (1-(2,3,4,6-tetra-O-benzyl-1-hydroxy-D-glucopyranosyl)-3-[4-(tert-butyl-dimethyl-silyloxy)-benzyl]-4-methyl-benzene), C(C)(C)[SiH](C(C)C)C(C)C (triisopropylsilane), B(F)(F)F.CCOCC (boron trifluoride etherate), C([O-])([O-])=O.[K+].[K+] (potassium carbonate). Run in O (water), C(C)#N (acetonitrile). Run at time 1 hour. Yields the product C(C1=CC=CC=C1)O[C@H]1[C@](O)(O[C@@H]([C@H]([C@@H]1OCC1=CC=CC=C1)OCC1=CC=CC=C1)COCC1=CC=CC=C1)C1=CC(=C(C=C1)C)CC1=CC=C(C=C1)O (1-(2,3,4,6-tetra-O-benzyl-β-D-glucopyranos-1-yl)-3-(4-hydroxy-benzyl)-4-methyl-benzene). Reaction SMILES: [CH2:1]([O:8][C@@H:9]1[C@@H:14]([O:15][CH2:16][C:17]2[CH:22]=[CH:21][CH:20]=[CH:19][CH:18]=2)[C@H:13]([O:23][CH2:24][C:25]2[CH:30]=[CH:29][CH:28]=[CH:27][CH:26]=2)[C@@H:12]([CH2:31][O:32][CH2:33][C:34]2[CH:39]=[CH:38][CH:37]=[CH:36][CH:35]=2)[O:11][C:10]1([C:41]1[CH:46]=[CH:45][C:44]([CH3:47])=[C:43]([CH2:48][C:49]2[CH:54]=[CH:53][C:52]([O:55][Si](C(C)(C)C)(C)C)=[CH:51][CH:50]=2)[CH:42]=1)[OH:40])[C:2]1[CH:7]=[CH:6][CH:5]=[CH:4][CH:3]=1.C([SiH](C(C)C)C(C)C)(C)C.B(F)(F)F.CCOCC.C(=O)([O-])[O-].[K+].[K+]>C(#N)C.O>[CH2:1]([O:8][C@@H:9]1[C@@H:14]([O:15][CH2:16][C:17]2[CH:18]=[CH:19][CH:20]=[CH:21][CH:22]=2)[C@H:13]([O:23][CH2:24][C:25]2[CH:30]=[CH:29][CH:28]=[CH:27][CH:26]=2)[C@@H:12]([CH2:31][O:32][CH2:33][C:34]2[CH:35]=[CH:36][CH:37]=[CH:38][CH:39]=2)[O:11][C@@:10]1([C:41]1[CH:46]=[CH:45][C:44]([CH3:47])=[C:43]([CH2:48][C:49]2[CH:54]=[CH:53][C:52]([OH:55])=[CH:51][CH:50]=2)[CH:42]=1)[OH:40])[C:2]1[CH:3]=[CH:4][CH:5]=[CH:6][CH:7]=1 |f:2.3,4.5.6|. Procedure details: A solution of 0.48 g (approx. 88% pure) 1-(2,3,4,6-tetra-O-benzyl-1-hydroxy-D-glucopyranosyl)-3-[4-(tert-butyl-dimethyl-silyloxy)-benzyl]-4-methyl-benzene in 3.5 ml dry acetonitrile is cooled to −40° C. under argon. 0.13 ml triisopropylsilane and 0.08 ml boron trifluoride etherate are added dropwise to the cooled solution. The solution is stirred for 3 h at −35° C., before another 0.02 ml of triisopropylsilane and 0.01 ml of boron trifluoride etherate are added. After a further 2 h at 40° C. aqu...